This data is from the Open Reaction Database (ORD), a public repository of structured organic reaction records. The task is: describe an organic reaction: reactants, conditions, products, and yield Starting materials: C(C)OC(C(C(=O)OCC)=CC1=CC=CC=C1)=O (2-benzylidene-malonic acid diethyl ester), C(C)(C)[Mg]Cl (isopropylmagnesium chloride), N1C=CC=2C=NC=CC21 (1H-pyrrolo[3,2-c]pyridine). Reagents/catalysts: [Cl-].[Cl-].[Zn+2] (ZnCl2). The solvent is C1CCOC1 (THF), C1CCOC1 (THF), C1CCOC1 (THF). Conditions: temperature 50 celsius, time 5 minute. Yields the product C(C)OC(C(C(=O)OCC)C(C1=CNC2=C1C=NC=C2)C2=CC=CC=C2)=O (2-[Phenyl-(1H-pyrrolo[3,2-c]pyridin-3-yl)-methyl]-malonic acid diethyl ester). The yield is 70.0%. As a reaction SMILES: C([Mg]Cl)(C)C.[NH:6]1[C:14]2[CH:13]=[CH:12][N:11]=[CH:10][C:9]=2[CH:8]=[CH:7]1.[CH2:15]([O:17][C:18](=[O:32])[C:19](=[CH:25][C:26]1[CH:31]=[CH:30][CH:29]=[CH:28][CH:27]=1)[C:20]([O:22][CH2:23][CH3:24])=[O:21])[CH3:16]>C1COCC1.[Cl-].[Cl-].[Zn+2]>[CH2:23]([O:22][C:20](=[O:21])[CH:19]([CH:25]([C:26]1[CH:27]=[CH:28][CH:29]=[CH:30][CH:31]=1)[C:8]1[C:9]2[CH:10]=[N:11][CH:12]=[CH:13][C:14]=2[NH:6][CH:7]=1)[C:18]([O:17][CH2:15][CH3:16])=[O:32])[CH3:24] |f:4.5.6|. Procedure details: To a RT solution of isopropylmagnesium chloride (1.5 M in THF, 2.4 mL, 3.6 mmol) in THF (10 mL) was added a solution of 1H-pyrrolo[3,2-c]pyridine (350 mg, 3 mmol) in THF (3 mL), followed by a solution of ZnCl2 in THF (1 M, 3.4 mL). After stirring the resulting mixture at 50° C. for 5 minutes, 2-benzylidene-malonic acid diethyl ester (1.0 mL, 4.5 mmol) was added dropwise. The mixture was stirred at 50° C. for 3 h, cooled to RT, quenched by addition of a saturated solution of NH4Cl, and extracted ...